This data is from the Open Reaction Database (ORD), a public repository of structured organic reaction records. The task is: describe an organic reaction: reactants, conditions, products, and yield Starting materials: CC(C)(C)[Si](C)(C)Cl, CCOC(C)=O, CO, CCCCCC, CCOC(C)=O, O=[N+]([O-])c1cnc2cccnc2c1NCCO, c1ccncc1. Product: CC(C)(C)[Si](C)(C)OCCNc1c([N+](=O)[O-])cnc2cccnc12. As a reaction SMILES: [C:18]([CH3:19])([CH3:20])([CH3:21])[Si:22]([CH3:23])([CH3:24])[Cl:25].[C:28]([O:29][CH2:30][CH3:31])(=[O:32])[CH3:33].[CH3:26][OH:27].[CH3:34][CH2:35][CH2:36][CH2:37][CH2:38][CH3:39].[CH3:46][CH2:47][O:48][C:49](=[O:50])[CH3:51].[N+:1](=[O:2])([O-:3])[c:4]1[cH:5][n:6][c:7]2[cH:8][cH:9][cH:10][n:11][c:12]2[c:13]1[NH:14][CH2:15][CH2:16][OH:17].[cH:40]1[cH:41][cH:42][n:43][cH:44][cH:45]1>>[N+:1](=[O:2])([O-:3])[c:4]1[cH:5][n:6][c:7]2[cH:8][cH:9][cH:10][n:11][c:12]2[c:13]1[NH:14][CH2:15][CH2:16][O:17][Si:22]([C:18]([CH3:19])([CH3:20])[CH3:21])([CH3:23])[CH3:24]. Starting materials: COC(C)=O, C[O-], O=Cc1cccc2[nH]ccc12, N#N, [Na+], C1CCOC1. The product is COC(=O)C=Cc1cccc2[nH]ccc12. As a reaction SMILES: [C:6]([CH3:7])(=[O:8])[O:9][CH3:10].[CH3:1][O-:2].[CH:11](=[O:12])[c:13]1[c:14]2[cH:15][cH:16][nH:17][c:18]2[cH:19][cH:20][cH:21]1.[N:4]#[N:5].[Na+:3].[O:22]1[CH2:23][CH2:24][CH2:25][CH2:26]1>>[C:6]([CH:7]=[CH:11][c:13]1[c:14]2[cH:15][cH:16][nH:17][c:18]2[cH:19][cH:20][cH:21]1)(=[O:8])[O:9][CH3:10]. Starting materials: product, O1CCOCC1 (1,4-dioxane), C([O-])([O-])=O.[Na+].[Na+] (sodium carbonate), [C-]#N.[K+] (potassium cyanide), S(O)(O)=O.C(=O)C=O (glyoxal bisulphite), compound, OS(=O)(=O)O (H2SO4). Solvent: O (water), O (water). Conditions: time 2 hour. Product: CC1=C(OC=C1)CC(=O)O (3-methyl-2-furanacetic acid). As a reaction SMILES: [C:1](=[O:4])([O-])[O-:2].[Na+].[Na+].[C-]#N.[K+].S(=O)(O)O.[CH:14]([CH:16]=O)=O.OS(O)(=O)=O.O1[CH2:28][CH2:27][O:26][CH2:25][CH2:24]1>O>[CH3:14][C:16]1[CH:24]=[CH:25][O:26][C:27]=1[CH2:28][C:1]([OH:2])=[O:4] |f:0.1.2,3.4,5.6|. Procedure details: To a solution of methyl, 3-methyl furanoate (10 g, 67.6 mmol) in dry tetrahydrofuran (200 ml) under a nitrogen atmosphere at 0° C. was added lithium aluminium hydride (101 ml of a 1M solution in THF, 101 mmol) dropwise over 30 mins. The mixture was heated at reflux for 1 hour, and cooled to room temperature. To this solution was added methanol (70 ml) dropwise, followed by water (3.83 ml), 15% NaOH (3.83 ml), and water (3.83 ml). The mixture was filtered through celite and the solvent was remove... Reaction SMILES: [CH3:1][N:2]([CH2:3][C:4]#[C:5][CH2:6][CH3:7])[CH3:8].[OH:9][O:10][C:11]([c:12]1[cH:13][c:14]([Cl:15])[cH:16][cH:17][cH:18]1)=[O:19]>>[CH3:1][N:2]([CH:3]=[CH:4][C:5]([CH2:6][CH3:7])=[O:9])[CH3:8]. Starting materials: CCC#CCN(C)C, O=C(OO)c1cccc(Cl)c1. Product: CCC(=O)C=CN(C)C. The reactants are CC(C1=CC=CC=C1)N.OC1=C2C(OCC2=C(C(=C1CC=C(CC(C(=O)O)C)C)OC)C)=O (6-(1,3-dihydro-4-hydroxy-6-methoxy-7-methyl-3-oxoisobenzofuran-5-yl) -2,4-dimethyl-4-hexenoic acid (+)α-Methylbenzylamine salt). Solvent: C(C)(=O)OCC (ethyl acetate), CCCCCC (hexane). The product is OC1=C2C(OCC2=C(C(=C1CC=C(CC(C(=O)O)C)C)OC)C)=O (6-(1,3-dihydro-4-hydroxy-6-methoxy-7-methyl-3-oxoisobenzofuran -5-yl)-2,4-dimethyl-4-hexenoic acid). RXN SMILES: CC(N)C1C=CC=CC=1.[OH:10][C:11]1[C:19]([CH2:20][CH:21]=[C:22]([CH3:29])[CH2:23][CH:24]([CH3:28])[C:25]([OH:27])=[O:26])=[C:18]([O:30][CH3:31])[C:17]([CH3:32])=[C:16]2[C:12]=1[C:13](=[O:33])[O:14][CH2:15]2>C(OCC)(=O)C.CCCCCC>[OH:10][C:11]1[C:19]([CH2:20][CH:21]=[C:22]([CH3:29])[CH2:23][CH:24]([CH3:28])[C:25]([OH:27])=[O:26])=[C:18]([O:30][CH3:31])[C:17]([CH3:32])=[C:16]2[C:12]=1[C:13](=[O:33])[O:14][CH2:15]2 |f:0.1|. Reported procedure: A suspension of (E) 6-(1,3-dihydro-4-hydroxy-6-methoxy-7-methyl -3-oxoisobenzofuran-5-yl)-2,4-dimethyl-4-hexenoic acid (+)-α-Methylbenzylamine Salt (380 g, 0.84 mol) in ethyl acetate (0.75L) and hexane (0.1L) was washed with 2M sulfuric acid (0.5L, then 2×0.25L) and water (0.2L). The clear organic layer was dried over sodium sulfate, filtered and heated to reflux. Hexane (1.4L) was added and upon cooling the product crystallized. An additional portion of hexane (0.8L) was added and after cooling... Starting materials: C(NN)(=O)OCC (ethyl carbazate), C(C)O (ethanol), CC=1NC=C(N1)C=O (2-methyl-4-imidazolecarboxaldehyde). The reagents and catalysts are C(C)O (ethanol). Solvent: C(C)(=O)O (acetic cid). The product is C(C)OC(NN=CC=1N=C(NC1)C)=O (3-(2-Methyl-4-imidazolylmethylene)carbazic acid ethyl ester). As a reaction SMILES: [C:1]([O:5][CH2:6][CH3:7])(=[O:4])[NH:2][NH2:3].C(O)C.[CH3:11][C:12]1[NH:13][CH:14]=[C:15]([CH:17]=O)[N:16]=1>C(O)C.C(O)(=O)C>[CH2:6]([O:5][C:1](=[O:4])[NH:2][N:3]=[CH:17][C:15]1[N:16]=[C:12]([CH3:11])[NH:13][CH:14]=1)[CH3:7]. Reported procedure: A solution of 16.68 gm. of ethyl carbazate in 50 ml. of hot ethanol is added to a solution of 16.50 gm. of 2-methyl-4-imidazolecarboxaldehyde in 100 ml. of hot ethanol containing 2 drops of acetic cid. The reaction is carried out as described in Example 32 giving the desired product, m.p. 210.5°-211.5° C. The reactants are ClC1=CC=C2C(C(NC2=C1)=O)(O)C1=CC(=C(C=C1)C)C (rac-6-chloro-3-(3,4-dimethyl-phenyl)-3-hydroxy-1,3-dihydro-indol-2-one), C(C)[SiH](CC)CC (triethylsilane), FC(C(=O)O)(F)F (trifluoroacetic acid), C([O-])([O-])=O.[Na+].[Na+] (sodium carbonate). The solvent is C(C)(=O)OCC (ethyl acetate). Conditions: temperature 80 celsius, time 30 minute. Product: ClC1=CC=C2C(C(NC2=C1)=O)C1=CC(=C(C=C1)C)C (rac-6-chloro-3-(3,4-dimethyl-phenyl)-1,3-dihydro-indol-2-one). Reaction SMILES: [Cl:1][C:2]1[CH:10]=[C:9]2[C:5]([C:6]([C:13]3[CH:18]=[CH:17][C:16]([CH3:19])=[C:15]([CH3:20])[CH:14]=3)(O)[C:7](=[O:11])[NH:8]2)=[CH:4][CH:3]=1.C([SiH](CC)CC)C.FC(F)(F)C(O)=O.C(=O)([O-])[O-].[Na+].[Na+]>C(OCC)(=O)C>[Cl:1][C:2]1[CH:10]=[C:9]2[C:5]([CH:6]([C:13]3[CH:18]=[CH:17][C:16]([CH3:19])=[C:15]([CH3:20])[CH:14]=3)[C:7](=[O:11])[NH:8]2)=[CH:4][CH:3]=1 |f:3.4.5|. Procedure details: Crude rac-6-chloro-3-(3,4-dimethyl-phenyl)-3-hydroxy-1,3-dihydro-indol-2-one (0.25 g, 0.87 mmol) (from Example 52a supra) was suspended in a mixture of triethylsilane (0.41 mL, 2.61 mmol) (Aldrich) and trifluoroacetic acid (1.48 g, 13.1 mmol) and heated in an 80° C. oil bath for 17 hours. After cooling to room temperature, mixture was diluted with ethyl acetate and treated with solid sodium carbonate (1 g). After stirring for 30 minutes, mixture was extracted with water and brine. Aqueous layers... Reactants: C(C)(C)(C)OC(=O)N1CC(NCC1)=O (3-oxopiperazine-1-carboxylic acid tert-butyl ester), BrCC1=CC=C2C(=NC=NC2=C1)Cl (7-bromomethyl-4-chloroquinazoline), [H-].[Na+] (NaH), [NH4+].[Cl-] (NH4Cl). The solvent is C1CCOC1 (THF), CN(C)C=O (DMF). Conditions: temperature 0 celsius, time 0.5 hour. Product: C(C)(C)(C)OC(=O)N1CC(N(CC1)CC1=CC=C2C(=NC=NC2=C1)Cl)=O (4-(4-Chloroquinazoline-7-ylmethyl)-3-oxopiperazine-1-carboxylic acid tert-butyl ester), solid. As a reaction SMILES: [C:1]([O:5][C:6]([N:8]1[CH2:13][CH2:12][NH:11][C:10](=[O:14])[CH2:9]1)=[O:7])([CH3:4])([CH3:3])[CH3:2].Br[CH2:16][C:17]1[CH:26]=[C:25]2[C:20]([C:21]([Cl:27])=[N:22][CH:23]=[N:24]2)=[CH:19][CH:18]=1.[H-].[Na+].[NH4+].[Cl-]>C1COCC1.CN(C=O)C>[C:1]([O:5][C:6]([N:8]1[CH2:13][CH2:12][N:11]([CH2:16][C:17]2[CH:26]=[C:25]3[C:20]([C:21]([Cl:27])=[N:22][CH:23]=[N:24]3)=[CH:19][CH:18]=2)[C:10](=[O:14])[CH2:9]1)=[O:7])([CH3:4])([CH3:2])[CH3:3] |f:2.3,4.5|. Reported procedure: To a solution of 3-oxopiperazine-1-carboxylic acid tert-butyl ester (3.93 g, 19.6 mmol) and 7-bromomethyl-4-chloroquinazoline, EXAMPLE 7, (5.0 g, 19.6 mmol) in 150 mL of THF and 15 mL of DMF at 0° C. is added a 60% dispersion in mineral oil of NaH (0.79 g, 19.6 mmol). The solution is stirred at 0° C. for 0.5 hours and then is allowed to warm to ambient temperature. After 4 hours, the solution is poured into a saturated solution of NH4Cl. The layers are separated and the organic layer is washed w...